The task is: describe an organic reaction: reactants, conditions, products, and yield. This data is from the Open Reaction Database (ORD), a public repository of structured organic reaction records. The reactants are NCCOCCO (2-(2-aminoethoxy)-ethanol), C(CCCCCCCCCCC)(=O)Cl (dodecanoyl chloride). Run in ClCCl (dichloromethane), C(C)N(CC)CC (triethylamine), ClCCl (dichloromethane). Run at time 3 hour. The product is OCCOCCNC(CCCCCCCCCCC)=O (N-[2-(2-hydroxyethyloxy)ethyl]dodecanamide). Yield: 65.6%. Reaction SMILES: [NH2:1][CH2:2][CH2:3][O:4][CH2:5][CH2:6][OH:7].[C:8](Cl)(=[O:20])[CH2:9][CH2:10][CH2:11][CH2:12][CH2:13][CH2:14][CH2:15][CH2:16][CH2:17][CH2:18][CH3:19]>ClCCl.C(N(CC)CC)C>[OH:7][CH2:6][CH2:5][O:4][CH2:3][CH2:2][NH:1][C:8](=[O:20])[CH2:9][CH2:10][CH2:11][CH2:12][CH2:13][CH2:14][CH2:15][CH2:16][CH2:17][CH2:18][CH3:19]. Procedure details: To a cooled solution of 11 g of 2-(2-aminoethoxy)-ethanol in 75 ml of dichloromethane and excess triethylamine was added dropwise 13 g of dodecanoyl chloride in 25 ml of dichloromethane. After stirring at room temperature for 3 hours the reaction mixture was concentrated and then diluted with 100 ml of ethyl acetate and 100 ml of water. The organic layer was washed with 2×50 ml of water and brine, dried, filtered and concentrated to give 13.7 g of crude product. Recrystallization from ethyl acet... Reactants: [Na+], C1COCCO1, [OH-], Cc1cc2c(-c3nc(N4CCOCC4)c4nc(CN5CCC(C(C)(C)O)CC5)n(C)c4n3)cncc2n1S(=O)(=O)c1ccccc1. Product: Cc1cc2c(-c3nc(N4CCOCC4)c4nc(CN5CCC(C(C)(C)O)CC5)n(C)c4n3)cncc2[nH]1. As a reaction SMILES: [Na+:54].[O:47]1[CH2:48][CH2:49][O:50][CH2:51][CH2:52]1.[OH-:53].[c:1]1([S:2](=[O:3])(=[O:4])[n:10]2[c:11]([CH3:46])[cH:12][c:13]3[c:14]2[cH:15][n:16][cH:17][c:18]3-[c:19]2[n:20][c:21]([N:40]3[CH2:41][CH2:42][O:43][CH2:44][CH2:45]3)[c:22]3[n:23][c:24]([CH2:29][N:30]4[CH2:31][CH2:32][CH:33]([C:36]([CH3:37])([CH3:38])[OH:39])[CH2:34][CH2:35]4)[n:25]([CH3:28])[c:26]3[n:27]2)[cH:5][cH:6][cH:7][cH:8][cH:9]1>>[nH:10]1[c:11]([CH3:46])[cH:12][c:13]2[c:14]1[cH:15][n:16][cH:17][c:18]2-[c:19]1[n:20][c:21]([N:40]2[CH2:41][CH2:42][O:43][CH2:44][CH2:45]2)[c:22]2[n:23][c:24]([CH2:29][N:30]3[CH2:31][CH2:32][CH:33]([C:36]([CH3:37])([CH3:38])[OH:39])[CH2:34][CH2:35]3)[n:25]([CH3:28])[c:26]2[n:27]1. Starting materials: [N+](=O)([O-])CC(C(O)C)C (2-Nitromethylmethylpropanol), CN (methylamine). Yields the product CNCC(C)C[N+](=O)[O-] (N-methyl-2-nitromethylpropylamine). Reaction SMILES: [N+:1]([CH2:4][CH:5]([CH3:9])[CH:6](C)O)([O-:3])=[O:2].[CH3:10][NH2:11]>>[CH3:10][NH:11][CH2:6][CH:5]([CH2:4][N+:1]([O-:3])=[O:2])[CH3:9]. Reported procedure: 2-Nitromethylmethylpropanol is reacted with methylamine to form N-methyl-2-nitromethylpropylamine which is hydrogenated to the diamine. The latter is then reacted with acetic acid to form 1,2,4,4-tetramethyl-2-imidazoline. It is tested as a polyurethane foam catalyst by the method of Example 1 and is found to be effective.